This data is from the Open Reaction Database (ORD), a public repository of structured organic reaction records. The task is: describe an organic reaction: reactants, conditions, products, and yield Reactants: Br, O=C([O-])O, CC1=NN(c2ccc3c(c2)CC(C)(C)C3)C(=O)C1, CCO, Cl, O=N[O-], Nc1cccc(-c2ccc(C(=O)O)o2)c1O, [Na+], [Na+]. Yields the product CC1=NN(c2ccc3c(c2)CC(C)(C)C3)C(=O)C1=NNc1cccc(-c2ccc(C(=O)O)o2)c1O. As a reaction SMILES: [BrH:1].[C:40](=[O:41])([OH:42])[O-:43].[CH3:22][C:23]1([CH3:39])[CH2:24][c:25]2[cH:26][cH:27][c:28]([N:32]3[N:33]=[C:34]([CH3:38])[CH2:35][C:36]3=[O:37])[cH:29][c:30]2[CH2:31]1.[CH3:46][CH2:47][OH:48].[ClH:45].[N:18]([O-:19])=[O:20].[NH2:2][c:3]1[c:4]([OH:17])[c:5](-[c:9]2[cH:10][cH:11][c:12]([C:14](=[O:15])[OH:16])[o:13]2)[cH:6][cH:7][cH:8]1.[Na+:21].[Na+:44]>>[NH:2]([c:3]1[c:4]([OH:17])[c:5](-[c:9]2[cH:10][cH:11][c:12]([C:14](=[O:15])[OH:16])[o:13]2)[cH:6][cH:7][cH:8]1)[N:18]=[C:35]1[C:34]([CH3:38])=[N:33][N:32]([c:28]2[cH:27][cH:26][c:25]3[c:30]([cH:29]2)[CH2:31][C:23]([CH3:22])([CH3:39])[CH2:24]3)[C:36]1=[O:37].